Dataset: the Open Reaction Database (ORD), a public repository of structured organic reaction records. Task: describe an organic reaction: reactants, conditions, products, and yield The reactants are CC=1C(=NC=C(C1)C)NC(C)(CC(C)(C)C)C (3,5-dimethyl-N-(2,4,4-trimethylpentan-2-yl)pyridin-2-amine), FC(C(=O)O)(F)F (2,2,2-trifluoroacetic acid). Conditions: temperature 50 celsius. The product is CC=1C(=NC=C(C1)C)N (3,5-dimethylpyridin-2-amine). Isolated yield 88.4%. RXN SMILES: [CH3:1][C:2]1[C:3]([NH:9]C(C)(CC(C)(C)C)C)=[N:4][CH:5]=[C:6]([CH3:8])[CH:7]=1.FC(F)(F)C(O)=O>>[CH3:1][C:2]1[C:3]([NH2:9])=[N:4][CH:5]=[C:6]([CH3:8])[CH:7]=1. Procedure details: 3,5-dimethyl-N-(2,4,4-trimethylpentan-2-yl)pyridin-2-amine (6.5 g, 27.7 mmol) was mixed with 2,2,2-trifluoroacetic acid (46 mL, 621 mmol) and heated to 50° C. for 4.5 hours. The mixture was concentrated in vacuo then diluted with dichloromethane (10 mL) and water (10 mL). The layers were partioned and aqueous phase was neutralised to pH 7-8 using saturated bicarbonate solution. The product was then extracted with dichloromethane (3×10 mL) and the organics were dried using a phase separator cartr...